Dataset: the Open Reaction Database (ORD), a public repository of structured organic reaction records. Task: describe an organic reaction: reactants, conditions, products, and yield Starting materials: Cc1onc(-c2ccccc2)c1COc1ccc(C(=O)O)nn1, NCCO, CN(C)C=O, O. The product is Cc1onc(-c2ccccc2)c1COc1ccc(C(=O)NCCO)nn1. RXN SMILES: [CH3:1][c:2]1[c:3]([CH2:13][O:14][c:15]2[cH:16][cH:17][c:18]([C:21](=[O:22])[OH:23])[n:19][n:20]2)[c:4](-[c:7]2[cH:8][cH:9][cH:10][cH:11][cH:12]2)[n:5][o:6]1.[NH2:24][CH2:25][CH2:26][OH:27].[O:29]=[CH:30][N:31]([CH3:32])[CH3:33].[OH2:28]>>[CH3:1][c:2]1[c:3]([CH2:13][O:14][c:15]2[cH:16][cH:17][c:18]([C:21](=[O:23])[NH:24][CH2:25][CH2:26][OH:27])[n:19][n:20]2)[c:4](-[c:7]2[cH:8][cH:9][cH:10][cH:11][cH:12]2)[n:5][o:6]1. As a reaction SMILES: [BH3:40].[CH3:1][O:2][c:3]1[cH:4][c:5]2[c:6]([O:15][c:16]3[cH:17][cH:18][c:19]([NH:22][C:23]([CH2:24][O:25][c:26]4[c:27]([F:33])[cH:28][cH:29][cH:30][c:31]4[F:32])=[O:34])[cH:20][cH:21]3)[cH:7][cH:8][n:9][c:10]2[cH:11][c:12]1[O:13][CH3:14].[ClH:41].[Na+:43].[O:35]1[CH2:36][CH2:37][CH2:38][CH2:39]1.[O:44]1[CH2:45][CH2:46][CH2:47][CH2:48]1.[OH-:42]>>[CH3:1][O:2][c:3]1[cH:4][c:5]2[c:6]([O:15][c:16]3[cH:17][cH:18][c:19]([NH:22][CH2:23][CH2:24][O:25][c:26]4[c:27]([F:33])[cH:28][cH:29][cH:30][c:31]4[F:32])[cH:20][cH:21]3)[cH:7][cH:8][n:9][c:10]2[cH:11][c:12]1[O:13][CH3:14]. The reactants are B, COc1cc2nccc(Oc3ccc(NC(=O)COc4c(F)cccc4F)cc3)c2cc1OC, Cl, [Na+], C1CCOC1, C1CCOC1, [OH-]. Product: COc1cc2nccc(Oc3ccc(NCCOc4c(F)cccc4F)cc3)c2cc1OC. Starting materials: C(C)(C)(C)OC(=O)N1C=C(C2=CC=CC=C12)CCCNC([C@H](CC)NC(=O)OC(C)(C)C)=O (3-[3-(2-(S)-tert-butoxycarbonylamino-butyrylamino)-propyl]-indole-1-carboxylic acid tert-butyl ester), ClCCl (dichloromethane), Cl (hydrogen chloride). The solvent is C(C)OCC (diethyl ether). Reaction conditions: time 4 hour. Product: N[C@H](C(=O)NCCCC1=CNC2=CC=CC=C12)CC (2-(S)-amino-N-[3-(1H-indol-3-yl)-propyl]-butyramide). As a reaction SMILES: C(OC([N:8]1[C:16]2[C:11](=[CH:12][CH:13]=[CH:14][CH:15]=2)[C:10]([CH2:17][CH2:18][CH2:19][NH:20][C:21](=[O:33])[C@@H:22]([NH:25]C(OC(C)(C)C)=O)[CH2:23][CH3:24])=[CH:9]1)=O)(C)(C)C.ClCCl.Cl>C(OCC)C>[NH2:25][C@@H:22]([CH2:23][CH3:24])[C:21]([NH:20][CH2:19][CH2:18][CH2:17][C:10]1[C:11]2[C:16](=[CH:15][CH:14]=[CH:13][CH:12]=2)[NH:8][CH:9]=1)=[O:33]. Reported procedure: A 20 mL cintillation vial was charged with 3-[3-(2-(S)-tert-butoxycarbonylamino-butyrylamino)-propyl]-indole-1-carboxylic acid tert-butyl ester (280 mg, 0.61 mmol), dichloromethane (3.6 mL), and 1M hydrogen chloride in diethyl ether (3.0 mL). The resulting mixture was stirred at room temperature for 4 h, then concentrated in-vacuo and the residue placed under high vacuum overnight to yield 2-(S)-amino-N-[3-(1H-indol-3-yl)-propyl]-butyramide. 1H NMR (300 MHz, CD3OD) δ 7.51 (d, J=7.8 Hz, 1H), 7.32... Reactants: COC(=O)c1cn2c(=O)[nH]nc2c(NC(C)C)n1, Cl, [K+], C1COCCO1, [OH-]. The product is CC(C)Nc1nc(C(=O)O)cn2c(=O)[nH]nc12. As a reaction SMILES: [CH3:1][O:2][C:3](=[O:4])[c:5]1[n:6][c:7]([NH:15][CH:16]([CH3:17])[CH3:18])[c:8]2[n:9]([cH:10]1)[c:11](=[O:14])[nH:12][n:13]2.[ClH:21].[K+:20].[O:22]1[CH2:23][CH2:24][O:25][CH2:26][CH2:27]1.[OH-:19]>>[O:2]=[C:3]([OH:4])[c:5]1[n:6][c:7]([NH:15][CH:16]([CH3:17])[CH3:18])[c:8]2[n:9]([cH:10]1)[c:11](=[O:14])[nH:12][n:13]2. Reactants: C(C)(C)(C)C1=CC=C(C=C1)C1=C(C(=NN1C)C(C)=O)O (1-[5-(4-tert-Butylphenyl)-4-hydroxy-1-methyl-1H-pyrazol-3-yl]ethanone), N(N)C(=O)C1=CC(=C(C(=O)OC)C=C1)O (methyl 4-hydrazinocarbonyl-2-hydroxybenzoate), p-tosylic acid monohydride. The solvent is C(C)(C)O (isopropyl alcohol). Conditions: temperature 0 celsius. Yields the product C(C)(C)(C)C1=CC=C(C=C1)C1=C(C(=NN1C)C(C)=NNC(=O)C1=CC(=C(C(=O)OC)C=C1)O)O (methyl 4-[(2-{1-[5-(4-tert-butylphenyl)-4-hydroxy-1-methyl-1H-pyrazol-3-yl]ethylidene}hydrazino)carbonyl]-2-hydroxybenzoate). Yield: 80.7%. Reaction SMILES: [C:1]([C:5]1[CH:10]=[CH:9][C:8]([C:11]2[N:15]([CH3:16])[N:14]=[C:13]([C:17](=O)[CH3:18])[C:12]=2[OH:20])=[CH:7][CH:6]=1)([CH3:4])([CH3:3])[CH3:2].[NH:21]([C:23]([C:25]1[CH:34]=[CH:33][C:28]([C:29]([O:31][CH3:32])=[O:30])=[C:27]([OH:35])[CH:26]=1)=[O:24])[NH2:22]>C(O)(C)C>[C:1]([C:5]1[CH:10]=[CH:9][C:8]([C:11]2[N:15]([CH3:16])[N:14]=[C:13]([C:17](=[N:22][NH:21][C:23]([C:25]3[CH:34]=[CH:33][C:28]([C:29]([O:31][CH3:32])=[O:30])=[C:27]([OH:35])[CH:26]=3)=[O:24])[CH3:18])[C:12]=2[OH:20])=[CH:7][CH:6]=1)([CH3:4])([CH3:3])[CH3:2]. Reported procedure: 1-[5-(4-tert-Butylphenyl)-4-hydroxy-1-methyl-1H-pyrazol-3-yl]ethanone (0.578 mmol, 157.5 mg) synthesized in Synthetic Example 3, methyl 4-hydrazinocarbonyl-2-hydroxybenzoate (0.578 mmol, 121.6 mg) synthesized in Reference Synthetic Example 43 and p-tosylic acid monohydride (30 mol %, 30 mg) were dissolved in isopropyl alcohol (15 mL) and stirred under heating with reflux for 8 hours, and the reactor was cooled to 0° C. The reaction solution was filtered and dried by means of a vacuum pump to giv... Starting materials: FC1=CC2=C(OC(O2)(C2=CC=C(C=C2)C(F)(F)F)C2CCNCC2)C=C1 (4-[5-fluoro-2-(4-trifluoromethyl-phenyl)-benzo[1,3]dioxol-2-yl]-piperidine), O=C(CCN1C(C2=CC=CC=C2C1=O)=O)C (2-(3-oxo-butyl)-isoindole-1,3-dione). The product is FC1=CC2=C(OC(O2)(C2=CC=C(C=C2)C(F)(F)F)C2CCN(CC2)C(CCN)C)C=C1 (3-{4-[5-fluoro-2-(4-trifluoromethyl-phenyl)-benzo[1,3]dioxol-2-yl]-piperidin-1-yl}-butylamine). Reaction SMILES: [F:1][C:2]1[CH:26]=[CH:25][C:5]2[O:6][C:7]([CH:19]3[CH2:24][CH2:23][NH:22][CH2:21][CH2:20]3)([C:9]3[CH:14]=[CH:13][C:12]([C:15]([F:18])([F:17])[F:16])=[CH:11][CH:10]=3)[O:8][C:4]=2[CH:3]=1.O=[C:28]([CH3:42])[CH2:29][CH2:30][N:31]1C(=O)C2C(=CC=CC=2)C1=O>>[F:1][C:2]1[CH:26]=[CH:25][C:5]2[O:6][C:7]([CH:19]3[CH2:20][CH2:21][N:22]([CH:28]([CH3:42])[CH2:29][CH2:30][NH2:31])[CH2:23][CH2:24]3)([C:9]3[CH:14]=[CH:13][C:12]([C:15]([F:16])([F:17])[F:18])=[CH:11][CH:10]=3)[O:8][C:4]=2[CH:3]=1. Procedure details: Using general procedure B with the above amine (59 mg, 0.16 mmol) and 2-(3-oxo-butyl)-isoindole-1,3-dione (70 mg, 0.32 mmol) and then using general procedure D gave 3-{4-[5-fluoro-2-(4-trifluoromethyl-phenyl)-benzo[1,3]dioxol-2-yl]-piperidin-1-yl}-butylamine as a white solid (35 mg, 51% over 2 steps). The reactants are C1(\C=C/C(=O)O1)=O (maleic anhydride), C1(\C=C/C(=O)O1)=O (Maleic anhydride), C/C=C(\C)/C=C/C=C(C)C (allo-ocimene), C1(\C=C/C(=O)O1)=O (maleic anhydride), C/C=C(\C)/C=C/C=C(C)C (allo-ocimene). Solvent: three. Conditions: temperature 50 celsius, time 10 minute. Yields the product CC=1CC(C2C(C(=O)OC2=O)C1C)C=C(C)C (5,6-dimethyl-3-isobutenyl-tetrahydrophthalic anhydride). As a reaction SMILES: [C:1]1(=[O:7])[O:6][C:4](=[O:5])[CH:3]=[CH:2]1.[CH3:8]/[CH:9]=[C:10](/[CH:12]=[CH:13]/[CH:14]=[C:15]([CH3:17])[CH3:16])\[CH3:11]>>[CH3:11][C:10]1[CH2:12][CH:13]([CH:14]=[C:15]([CH3:17])[CH3:16])[CH:3]2[C:4](=[O:5])[O:6][C:1](=[O:7])[CH:2]2[C:9]=1[CH3:8]. Procedure: Maleic anhydride (39.88 g), 0.407 mol) and allo-ocimene (55.34 g, 0.407 mol) were charged in a 250 ml three necked round-bottom flask, connected with a reflux condenser. Immediately after addition of the maleic anhydride to the allo-ocimene, the mixture turned intense orange/yellow. The mixture was warmed carefully to 50° C. Then, as the maleic anhydride started to melt, a violent and exothermic Diels-Alder reaction took place. The temperature rose rapidly to 170-190° C. while the color of the m...